Dataset: the Open Reaction Database (ORD), a public repository of structured organic reaction records. Task: describe an organic reaction: reactants, conditions, products, and yield Reactants: N1[C@H](CO)CCC1 (prolinol), [OH-].[K+] (KOH), FC1=C(C(=CC(=C1)[N+](=O)[O-])F)F (1,2,3-trifluoro-5-nitrobenzene). The solvent is O (water), CS(=O)C (DMSO). Run at temperature 65 celsius. Yields the product FC1=CC(=CC=2OCC3N(C21)CCC3)[N+](=O)[O-] (9-fluoro-7-nitro-2,3,3a,4-tetrahydro-1H-benzo[b]pyrrolo[1,2-d][1,4]oxazine). Isolated yield 92.9%. As a reaction SMILES: [NH:1]1[CH2:7][CH2:6][CH2:5][C@H:2]1[CH2:3][OH:4].[OH-].[K+].[F:10][C:11]1[CH:16]=[C:15]([N+:17]([O-:19])=[O:18])[CH:14]=[C:13](F)[C:12]=1F>CS(C)=O.O>[F:10][C:11]1[C:12]2[N:1]3[CH2:7][CH2:6][CH2:5][CH:2]3[CH2:3][O:4][C:13]=2[CH:14]=[C:15]([N+:17]([O-:19])=[O:18])[CH:16]=1 |f:1.2|. Procedure details: To a suspension of prolinol (2.74 g, 27.11 mmol) and KOH (3.17 g, 56.47 mmol) in DMSO (30 mL) was added 1,2,3-trifluoro-5-nitrobenzene (4.00 g, 22.59 mmol) at rt. The reaction mixture was heated at 65° C. for 4 h. The mixture was diluted with water (150 mL) and extracted with CH2Cl2 (100 mL×2). The combined organic phases were dried over anhydrous Na2SO4 and concentrated in vacuo to give the title compound as a yellow solid (5.00 g, 93%).